This data is from the Open Reaction Database (ORD), a public repository of structured organic reaction records. The task is: describe an organic reaction: reactants, conditions, products, and yield Starting materials: C(C)OC(=O)C1CC2=C(CO1)SC(=C2C(=O)OC(C)(C)C)N (2-amino-4,7-dihydro-5H-thieno[2,3-c]pyran-3,5-dicarboxylic acid 3-tert-butyl ester 5-ethyl ester), Cl (hydrochloric acid), [OH-].[Na+] (Sodium hydroxide). Run at time 5 hour. Run in C(C)O (ethanol), O1CCCC1 (tetrahydrofuran). RXN SMILES: C([O:3][C:4]([CH:6]1[O:11][CH2:10][C:9]2[S:12][C:13]([NH2:22])=[C:14]([C:15]([O:17][C:18]([CH3:21])([CH3:20])[CH3:19])=[O:16])[C:8]=2[CH2:7]1)=[O:5])C.[OH-].[Na+].Cl>C(O)C.O1CCCC1>[C:18]([O:17][C:15]([C:14]1[C:8]2[CH2:7][CH:6]([C:4]([OH:5])=[O:3])[O:11][CH2:10][C:9]=2[S:12][C:13]=1[NH2:22])=[O:16])([CH3:21])([CH3:19])[CH3:20] |f:1.2|. Procedure: The above 2-amino-4,7-dihydro-5H-thieno[2,3-c]pyran-3,5-dicarboxylic acid 3-tert-butyl ester 5-ethyl ester (275 mg, 0.84 mmol) was dissolved in a mixture of ethanol (4 ml) and tetrahydrofuran (1 ml). Sodium hydroxide (1N, 1.6 ml, 1.68 mmol) was added and the reaction stirred at ambient temperature for 5 hours after which TLC analysis indicated that the reaction was complete. The reaction was monitored with a pH meter and neutralized with 1N hydrochloric acid until pH=6.9. The solution was concen... Yields the product C(C)(C)(C)OC(=O)C1=C(SC=2COC(CC21)C(=O)O)N (2-amino-4,7-dihydro-5H-thieno[2,3-c]pyran-3,5-dicarboxylic acid 3-tert-butyl ester). Starting materials: C(C)OP(OCC)(=O)C(=CC1CCOCC1)C#N ([1-cyano-2-(tetrahydro-pyran-4-yl)-vinyl]-phosphonic acid diethyl ester), [NH4+].[Cl-] (NH4Cl), Mg, II (iodine), BrCCC=C (4-bromobutene). Reagents/catalysts: [Cu]I (CuI). Run in C1CCOC1 (THF), C(C)(=O)OCC (ethyl acetate), C1CCOC1 (THF). Run at time 3 hour. Yields the product C(C)OP(OCC)(=O)C(C(CCC=C)C1CCOCC1)C#N ([1-Cyano-2-(tetrahydro-pyran-4-yl)-hex-5-enyl]-phosphonic acid diethyl ester). RXN SMILES: II.Br[CH2:4][CH2:5][CH:6]=[CH2:7].[CH2:8]([O:10][P:11]([C:16]([C:24]#[N:25])=[CH:17][CH:18]1[CH2:23][CH2:22][O:21][CH2:20][CH2:19]1)(=[O:15])[O:12][CH2:13][CH3:14])[CH3:9].[NH4+].[Cl-]>C1COCC1.[Cu]I.C(OCC)(=O)C>[CH2:8]([O:10][P:11]([CH:16]([C:24]#[N:25])[CH:17]([CH:18]1[CH2:19][CH2:20][O:21][CH2:22][CH2:23]1)[CH2:7][CH2:6][CH:5]=[CH2:4])(=[O:15])[O:12][CH2:13][CH3:14])[CH3:9] |f:3.4|. Procedure: In a reaction flask, Mg (5.7 g) was placed in THF (50 mL) with an iodine chip. The reaction mixture was stirred vigorously, as 4-bromobutene (25 mL) was added. The reaction mixture was then heated slightly. After consumption of the Mg metal, the reaction mixture was cannulated into a flask containing a mixture of [1-cyano-2-(tetrahydro-pyran-4-yl)-vinyl]-phosphonic acid diethyl ester (21.78 g, 79.7 mmol) and CuI (0.3 g) in THF (30 mL). The reaction mixture was stirred for three hours and then wo... Reactants: IC=1C=C(C=CC1)C=1OC2=C(C(=CC(=C2C(C1)=O)OC)OC)[C@H]1[C@@H](N(CC1)C)CO ((+)-trans-2-(3-Iodo-phenyl)-8-(2-hydroxymethyl-1-methyl-pyrrolidin-3-yl)-5,7-dimethoxy-chromen-4-one), Cl.N1=CC=CC=C1 (pyridine hydrochloride), C(=O)([O-])[O-].[Na+].[Na+] (Na2CO3). Run in CO (methanol). Conditions: temperature 180 celsius. Product: IC=1C=C(C=CC1)C=1OC2=C(C(=CC(=C2C(C1)=O)O)O)[C@H]1[C@@H](N(CC1)C)CO ((+)-trans-2-(3-Iodo-phenyl)-5,7-dihydroxy-8-(2-hydroxymethyl-1-methyl-pyrrolidin-3-yl)-chromen-4-one). Reaction SMILES: [I:1][C:2]1[CH:3]=[C:4]([C:8]2[O:9][C:10]3[C:15]([C:16](=[O:18])[CH:17]=2)=[C:14]([O:19]C)[CH:13]=[C:12]([O:21]C)[C:11]=3[C@@H:23]2[CH2:27][CH2:26][N:25]([CH3:28])[C@H:24]2[CH2:29][OH:30])[CH:5]=[CH:6][CH:7]=1.Cl.N1C=CC=CC=1.C([O-])([O-])=O.[Na+].[Na+]>CO>[I:1][C:2]1[CH:3]=[C:4]([C:8]2[O:9][C:10]3[C:15]([C:16](=[O:18])[CH:17]=2)=[C:14]([OH:19])[CH:13]=[C:12]([OH:21])[C:11]=3[C@@H:23]2[CH2:27][CH2:26][N:25]([CH3:28])[C@H:24]2[CH2:29][OH:30])[CH:5]=[CH:6][CH:7]=1 |f:1.2,3.4.5|. Procedure: A mixture of compound of example 68 (0.4 g, 0.70 mmol) and pyridine hydrochloride (0.327 g, 2.83 mmol) was heated at 180° C. for a period of 2.5 hours. The reaction mixture was diluted with methanol (60 mL) and basified with solid Na2CO3 to pH 10. The reaction mixture was filtered, and washed with methanol. The organic layer was concentrated and the residue purified by column chromatography using 0.01% ammonia and 4.5% methanol in chloroform as eluent to afford the title compound. Reactants: compound, C1(=CC=CC=C1)O (phenol), ClC1=NC=NC2=CC=C(C=C12)I (4-chloro-6-iodo-quinazoline), N1=C(SC2=NC=CC=C21)N (thiazolo[5,4-b]pyridin-2-yl-amine). The product is O(C1=CC=CC=C1)C=1C=C2C(=NC=NC2=CC1)NC=1SC2=NC=CC=C2N1 ((6-Phenoxy-quinazolin-4-yl)-thiazolo[5,4-b]pyridin-2-yl-amine). As a reaction SMILES: Cl[C:2]1[C:11]2[C:6](=[CH:7][CH:8]=[C:9](I)[CH:10]=2)[N:5]=[CH:4][N:3]=1.[N:13]1[C:21]2[C:16](=[N:17][CH:18]=[CH:19][CH:20]=2)[S:15][C:14]=1[NH2:22].[C:23]1([OH:29])[CH:28]=[CH:27][CH:26]=[CH:25][CH:24]=1>>[O:29]([C:9]1[CH:10]=[C:11]2[C:6](=[CH:7][CH:8]=1)[N:5]=[CH:4][N:3]=[C:2]2[NH:22][C:14]1[S:15][C:16]2[C:21]([N:13]=1)=[CH:20][CH:19]=[CH:18][N:17]=2)[C:23]1[CH:28]=[CH:27][CH:26]=[CH:25][CH:24]=1. Reported procedure: The compound of Example 7 was manufactured by the same method as in Example 1, by a similar method thereto or by a combination of such a method with a conventional method using 4-chloro-6-iodo-quinazoline, thiazolo[5,4-b]pyridin-2-yl-amine and phenol.